Dataset: the Open Reaction Database (ORD), a public repository of structured organic reaction records. Task: describe an organic reaction: reactants, conditions, products, and yield Reactants: N1=C(N)N=C(N)N=C1N (melamine), C(O)NC1=NC(=NC(=N1)N)N (methylolmelamine), C=O (formaldehyde), N1=C(N)N=C(N)N=C1N (melamine). Solvent: O (water). Product: O.C(O)NC1=NC(=NC(=N1)N)N (methylolmelamine water). Reaction SMILES: N1C(N)=NC(N)=NC=1N.C=O.[CH2:12]([NH:14][C:15]1[N:20]=[C:19]([NH2:21])[N:18]=[C:17]([NH2:22])[N:16]=1)[OH:13]>O>[OH2:13].[CH2:12]([NH:14][C:15]1[N:16]=[C:17]([NH2:22])[N:18]=[C:19]([NH2:21])[N:20]=1)[OH:13] |f:4.5|. Reported procedure: During methylolation of melamine with formaldehyde, preferably a complete methylolation of melamine and a lower rate of oligpolymerization of methylolmelamine is promoted to keep the reaction solution at a higher hydrophilicity before dispersion in the oil phase. A dyestuff is added to the water phase to form a colored methylolmelamine water phase. In the next step, an organic solvent and the selected emulsifying agents are added to the colored methylolmelamine (water phase) and stirred with an ... Reactants: C(CCCCCCC)C(CC=1C(=C(CC1)CC(CCCCCCCCCC)CCCCCCCC)CC(CCCCCCCCCC)CCCCCCCC)CCCCCCCCCC (Tris(2-octyldodecyl)cyclopentadiene), CCCCCC (hexane), BrCCC#N (3-Bromopropionitrile), N#N (N2), C(CCC)[Li] (n-butyl lithium). The solvent is C1CCOC1 (THF), C1CCOC1 (THF), C(=O)=O.CC(=O)C (dry ice acetone). Run at time 1 hour. The product is C(CCCCCCC)C(CC1=C(C(C=C1)(CCC#N)CC(CCCCCCCCCC)CCCCCCCC)CC(CCCCCCCCCC)CCCCCCCC)CCCCCCCCCC (3-[tris(2-octyldodecyl)cyclopentadienyl]propionitrile). Isolated yield 102.0%. Reaction SMILES: [CH2:1]([CH:9]([CH2:56][CH2:57][CH2:58][CH2:59][CH2:60][CH2:61][CH2:62][CH2:63][CH2:64][CH3:65])[CH2:10][C:11]1[C:12]([CH2:36][CH:37]([CH2:48][CH2:49][CH2:50][CH2:51][CH2:52][CH2:53][CH2:54][CH3:55])[CH2:38][CH2:39][CH2:40][CH2:41][CH2:42][CH2:43][CH2:44][CH2:45][CH2:46][CH3:47])=[C:13]([CH2:16][CH:17]([CH2:28][CH2:29][CH2:30][CH2:31][CH2:32][CH2:33][CH2:34][CH3:35])[CH2:18][CH2:19][CH2:20][CH2:21][CH2:22][CH2:23][CH2:24][CH2:25][CH2:26][CH3:27])[CH2:14][CH:15]=1)[CH2:2][CH2:3][CH2:4][CH2:5][CH2:6][CH2:7][CH3:8].N#N.C([Li])CCC.CCCCCC.Br[CH2:80][CH2:81][C:82]#[N:83]>C(=O)=O.CC(C)=O.C1COCC1>[CH2:1]([CH:9]([CH2:56][CH2:57][CH2:58][CH2:59][CH2:60][CH2:61][CH2:62][CH2:63][CH2:64][CH3:65])[CH2:10][C:11]1[CH:15]=[CH:14][C:13]([CH2:16][CH:17]([CH2:28][CH2:29][CH2:30][CH2:31][CH2:32][CH2:33][CH2:34][CH3:35])[CH2:18][CH2:19][CH2:20][CH2:21][CH2:22][CH2:23][CH2:24][CH2:25][CH2:26][CH3:27])([CH2:80][CH2:81][C:82]#[N:83])[C:12]=1[CH2:36][CH:37]([CH2:48][CH2:49][CH2:50][CH2:51][CH2:52][CH2:53][CH2:54][CH3:55])[CH2:38][CH2:39][CH2:40][CH2:41][CH2:42][CH2:43][CH2:44][CH2:45][CH2:46][CH3:47])[CH2:2][CH2:3][CH2:4][CH2:5][CH2:6][CH2:7][CH3:8] |f:5.6|. Procedure: Tris(2-octyldodecyl)cyclopentadiene (18.12 grams, 20 mmol) was placed in a 3-necked round bottom flask equipped with an additional funnel, a gas inlet adapter, and a septum. After flashing with dried N2 for 2 minutes, 50 ml of dried THF (distilled over K) was added. The solution was cooled in dry ice/acetone bath, followed injected 8.4 M n-butyl lithium in hexane solution (2.40 ml; 20 mmol). The dry ice/acetone bath was removed, and the resulting dark red solution was stirred at room temperature... The reactants are O=C([O-])[O-], C=CCOCCC(NC(=O)C(F)(F)F)c1cccc(OC)c1, CO, [K+], [K+], O. Product: C=CCOCCC(N)c1cccc(OC)c1. Reaction SMILES: [C:23](=[O:24])([O-:25])[O-:26].[CH2:1]([CH:2]=[CH2:3])[O:4][CH2:5][CH2:6][CH:7]([c:8]1[cH:9][c:10]([O:14][CH3:15])[cH:11][cH:12][cH:13]1)[NH:16][C:17](=[O:18])[C:19]([F:20])([F:21])[F:22].[CH3:29][OH:30].[K+:27].[K+:28].[OH2:31]>>[CH2:1]([CH:2]=[CH2:3])[O:4][CH2:5][CH2:6][CH:7]([c:8]1[cH:9][c:10]([O:14][CH3:15])[cH:11][cH:12][cH:13]1)[NH2:16]. Reactants: NCC(=O)N(C1=CC=C(C=C1)OC)CC(=O)OC(C)(C)C (tert-butyl 2-[2-amino-N-(4-methoxyphenyl)acetamido]acetate), CC=1C=C(C=CC1)N=C=O (3-methylphenyl isocyanate). The product is COC1=CC=C(C=C1)N(C(CNC(=O)NC1=CC(=CC=C1)C)=O)CC(=O)OC(C)(C)C (tert-butyl 2-{N-(4-methoxyphenyl)-2-[3-(3-methylphenyl)ureido]acetamido}-acetate). Isolated yield 17.7%. RXN SMILES: [NH2:1][CH2:2][C:3]([N:5]([CH2:14][C:15]([O:17][C:18]([CH3:21])([CH3:20])[CH3:19])=[O:16])[C:6]1[CH:11]=[CH:10][C:9]([O:12][CH3:13])=[CH:8][CH:7]=1)=[O:4].[CH3:22][C:23]1[CH:24]=[C:25]([N:29]=[C:30]=[O:31])[CH:26]=[CH:27][CH:28]=1>>[CH3:13][O:12][C:9]1[CH:8]=[CH:7][C:6]([N:5]([CH2:14][C:15]([O:17][C:18]([CH3:21])([CH3:20])[CH3:19])=[O:16])[C:3](=[O:4])[CH2:2][NH:1][C:30]([NH:29][C:25]2[CH:26]=[CH:27][CH:28]=[C:23]([CH3:22])[CH:24]=2)=[O:31])=[CH:11][CH:10]=1. Reported procedure: Using a procedure similar to that described in Example 1, but starting with tert-butyl 2-[2-amino-N-(4-methoxyphenyl)acetamido]acetate (6.6 g) and 3-methylphenyl isocyanate (3 g), and after recrystallisation in acetonitrile, tert-butyl 2-{N-(4-methoxyphenyl)-2-[3-(3-methylphenyl)ureido]acetamido}-acetate (1.7 g), m.p. 158° C., is obtained. The reactants are CC(=O)[O-], CC(=O)O, CON=C(C)c1nc(-c2ccc(CC(CCO)NC(=O)c3ccc(OC(C)C)c(Cl)c3)cc2)cn1C, [Na+], [Na+], O=C([O-])O, C1COCCO1. The product is CC(=NO)c1nc(-c2ccc(CC(CCO)NC(=O)c3ccc(OC(C)C)c(Cl)c3)cc2)cn1C. As a reaction SMILES: [CH3:2][C:3](=[O:4])[O-:5].[CH3:6][C:7](=[O:8])[OH:9].[Cl:10][c:11]1[cH:12][c:13]([C:14](=[O:15])[NH:16][CH:17]([CH2:18][c:19]2[cH:20][cH:21][c:22](-[c:25]3[n:26][c:27]([C:31]([CH3:32])=[N:33][O:34][CH3:35])[n:28]([CH3:30])[cH:29]3)[cH:23][cH:24]2)[CH2:36][CH2:37][OH:38])[cH:39][cH:40][c:41]1[O:42][CH:43]([CH3:44])[CH3:45].[Na+:1].[Na+:50].[O-:46][C:47]([OH:48])=[O:49].[O:51]1[CH2:52][CH2:53][O:54][CH2:55][CH2:56]1>>[Cl:10][c:11]1[cH:12][c:13]([C:14](=[O:15])[NH:16][CH:17]([CH2:18][c:19]2[cH:20][cH:21][c:22](-[c:25]3[n:26][c:27]([C:31]([CH3:32])=[N:33][OH:34])[n:28]([CH3:30])[cH:29]3)[cH:23][cH:24]2)[CH2:36][CH2:37][OH:38])[cH:39][cH:40][c:41]1[O:42][CH:43]([CH3:44])[CH3:45]. Starting materials: Brc1ccncc1, CC1(C)COC(c2cc(OB(O)O)cc(C(F)(F)F)c2)=N1, COCCOC, Cl, [Na+], [Na+], O=C([O-])[O-], c1ccc(P(c2ccccc2)(c2ccccc2)[Pd](P(c2ccccc2)(c2ccccc2)c2ccccc2)(P(c2ccccc2)(c2ccccc2)c2ccccc2)P(c2ccccc2)(c2ccccc2)c2ccccc2)cc1. Product: CC1(C)COC(c2cc(-c3ccncc3)cc(C(F)(F)F)c2)=N1. RXN SMILES: [Br:23][c:24]1[cH:25][cH:26][n:27][cH:28][cH:29]1.[CH3:1][C:2]1([CH3:21])[N:3]=[C:4]([c:7]2[cH:8][c:9]([O:17][B:18]([OH:19])[OH:20])[cH:10][c:11]([C:13]([F:14])([F:15])[F:16])[cH:12]2)[O:5][CH2:6]1.[CH3:36][O:37][CH2:38][CH2:39][O:40][CH3:41].[ClH:22].[Na+:30].[Na+:31].[O-:32][C:33](=[O:34])[O-:35].[cH:42]1[cH:43][cH:44][c:45]([P:46]([Pd:47]([P:48]([c:49]2[cH:50][cH:51][cH:52][cH:53][cH:54]2)([c:55]2[cH:56][cH:57][cH:58][cH:59][cH:60]2)[c:61]2[cH:62][cH:63][cH:64][cH:65][cH:66]2)([P:67]([c:68]2[cH:69][cH:70][cH:71][cH:72][cH:73]2)([c:74]2[cH:75][cH:76][cH:77][cH:78][cH:79]2)[c:80]2[cH:81][cH:82][cH:83][cH:84][cH:85]2)[P:86]([c:87]2[cH:88][cH:89][cH:90][cH:91][cH:92]2)([c:93]2[cH:94][cH:95][cH:96][cH:97][cH:98]2)[c:99]2[cH:100][cH:101][cH:102][cH:103][cH:104]2)([c:105]2[cH:106][cH:107][cH:108][cH:109][cH:110]2)[c:111]2[cH:112][cH:113][cH:114][cH:115][cH:116]2)[cH:117][cH:118]1>>[CH3:1][C:2]1([CH3:21])[N:3]=[C:4]([c:7]2[cH:8][c:9](-[c:24]3[cH:25][cH:26][n:27][cH:28][cH:29]3)[cH:10][c:11]([C:13]([F:14])([F:15])[F:16])[cH:12]2)[O:5][CH2:6]1.